This data is from the Open Reaction Database (ORD), a public repository of structured organic reaction records. The task is: describe an organic reaction: reactants, conditions, products, and yield The reactants are COC1(CCC(CC1)(CO)C1=CC(=C(C=C1)OC)OC1CCCC1)OC.C1(CCCC1)OC=1C=C(C=CC1OC)C1(CCC(CC1)=O)CO (4-(3-Cyclopentyloxy-4-methoxyphenyl)-4-(hydroxymethyl)cyclohexan-1-one 4-(3-Cyclopentyloxy-4-methoxyphenyl)-4 (hydroxymethyl)cyclohexan-1-one dimethyl ketal), Cl (hydrochloric acid). The solvent is CCOCC (ether). The product is COC1(CCC(CC1)(CO)C1=CC(=C(C=C1)OC)OC1CCCC1)OC (4-(3-Cyclopentyloxy-4-methoxyphenyl)-4-(hydroxymethyl)cyclohexan-1-one-dimethyl ketal). As a reaction SMILES: [CH3:1][O:2][C:3]1([O:25][CH3:26])[CH2:8][CH2:7][C:6]([C:11]2[CH:16]=[CH:15][C:14]([O:17][CH3:18])=[C:13]([O:19][CH:20]3[CH2:24][CH2:23][CH2:22][CH2:21]3)[CH:12]=2)([CH2:9][OH:10])[CH2:5][CH2:4]1.C1(OC2C=C(C3(CO)CCC(=O)CC3)C=CC=2OC)CCCC1.Cl>CCOCC>[CH3:26][O:25][C:3]1([O:2][CH3:1])[CH2:8][CH2:7][C:6]([C:11]2[CH:16]=[CH:15][C:14]([O:17][CH3:18])=[C:13]([O:19][CH:20]3[CH2:21][CH2:22][CH2:23][CH2:24]3)[CH:12]=2)([CH2:9][OH:10])[CH2:5][CH2:4]1 |f:0.1|. Reported procedure: 15 b. 4-(3-Cyclopentyloxy-4-methoxyphenyl)-4-(hydroxymethyl)cyclohexan-1-one 4-(3-Cyclopentyloxy-4-methoxyphenyl)-4 (hydroxymethyl)cyclohexan-1-one dimethyl ketal (0.15 g, 0.41 mmol) in ether (2 mL) was treated with 1N hydrochloric acid (2 mL) and the mixture was snared vigorously and gently heated for 10 min. The mixture was extracted with ether, the combined organic extracts were washed with 5% aqueous sodium carbonate, dried (potassium carbonate) and the solvent was removed in vacuo. Purifica... The reactants are CC1=C(C=C(C=C1)C=1OC(=NN1)C)C1=CC=C(C=C1)C(=O)NCC1=CC=C(C=C1)C(F)(F)F (2′-methyl-5′-(5-methyl-1,3,4-oxadiazol-2-yl)-N-(4trifluoromethylbenzyl)-1,1′-biphenyl-4-carboxamide), IC (iodomethane). Product: CC1=C(C=C(C=C1)C=1OC(=NN1)C)C1=CC=C(C=C1)C(=O)N(CC1=CC=C(C=C1)C(F)(F)F)C (2′-Methyl-N-methyl-5′-(5-methyl-1,3,4-oxadiazol-2-yl)-N-(4-trifluoromethylbenzyl)-1,1′-biphenyl-4-carboxamide). RXN SMILES: [CH3:1][C:2]1[CH:7]=[CH:6][C:5]([C:8]2[O:9][C:10]([CH3:13])=[N:11][N:12]=2)=[CH:4][C:3]=1[C:14]1[CH:19]=[CH:18][C:17]([C:20]([NH:22][CH2:23][C:24]2[CH:29]=[CH:28][C:27]([C:30]([F:33])([F:32])[F:31])=[CH:26][CH:25]=2)=[O:21])=[CH:16][CH:15]=1.I[CH3:35]>>[CH3:1][C:2]1[CH:7]=[CH:6][C:5]([C:8]2[O:9][C:10]([CH3:13])=[N:11][N:12]=2)=[CH:4][C:3]=1[C:14]1[CH:15]=[CH:16][C:17]([C:20]([N:22]([CH3:35])[CH2:23][C:24]2[CH:25]=[CH:26][C:27]([C:30]([F:32])([F:33])[F:31])=[CH:28][CH:29]=2)=[O:21])=[CH:18][CH:19]=1. Procedure: 2′-Methyl-N-methyl-5′-(5-methyl-1,3,4-oxadiazol-2-yl)-N-(4-trifluoromethylbenzyl)-1,1′-biphenyl-4-carboxamide was prepared from 2′-methyl-5′-(5-methyl-1,3,4-oxadiazol-2-yl)-N-(4trifluoromethylbenzyl)-1,1′-biphenyl-4-carboxamide and iodomethane using method L. NMR; δH [2H6]—DMSO 7.89,(1H, d), 7.75,(3H, m), 7.59-7.46,(7H, m), 4.79-4.65,(2H, m), 2.94,(3H, s), 2.55,(3H, s), 2.32,(3H, s). LCMS; retention time 3.67 min, MH+ 466.